This data is from the Open Reaction Database (ORD), a public repository of structured organic reaction records. The task is: describe an organic reaction: reactants, conditions, products, and yield Starting materials: COC(=O)CBr, C[Si](C)(C)Cl, O=Cc1ccccc1, Cl, C1CCOC1, O, [Zn]. Yields the product COC(=O)CC(O)c1ccccc1. As a reaction SMILES: [Br:6][CH2:7][C:8](=[O:9])[O:10][CH3:11].[CH3:1][Si:2]([CH3:3])([CH3:4])[Cl:5].[CH:12](=[O:13])[c:14]1[cH:15][cH:16][cH:17][cH:18][cH:19]1.[ClH:20].[O:21]1[CH2:22][CH2:23][CH2:24][CH2:25]1.[OH2:27].[Zn:26]>>[CH2:7]([C:8](=[O:9])[O:10][CH3:11])[CH:12]([OH:13])[c:14]1[cH:15][cH:16][cH:17][cH:18][cH:19]1.